Task: describe an organic reaction: reactants, conditions, products, and yield. Dataset: the Open Reaction Database (ORD), a public repository of structured organic reaction records The reactants are CC(C)(C)OC(=O)N1CCC(c2ccccc2NS(C)(=O)=O)CC1, ClCCl, O=C(O)C(F)(F)F. Product: O=C(O)C(F)(F)F, CS(=O)(=O)Nc1ccccc1C1CCNCC1. As a reaction SMILES: [C:1]([O:2][C:3](=[O:4])[N:8]1[CH2:9][CH2:10][CH:11]([c:14]2[c:15]([NH:20][S:21](=[O:22])(=[O:23])[CH3:24])[cH:16][cH:17][cH:18][cH:19]2)[CH2:12][CH2:13]1)([CH3:5])([CH3:6])[CH3:7].[Cl:25][CH2:26][Cl:27].[F:28][C:29]([C:30](=[O:31])[OH:32])([F:33])[F:34]>>[F:28][C:29]([C:30](=[O:31])[OH:32])([F:33])[F:34].[NH:8]1[CH2:9][CH2:10][CH:11]([c:14]2[c:15]([NH:20][S:21](=[O:22])(=[O:23])[CH3:24])[cH:16][cH:17][cH:18][cH:19]2)[CH2:12][CH2:13]1. Starting materials: CC(C)(C)OC(=O)C=Cc1cnc2[nH]c(=O)[nH]c(=O)c2c1, ClCCl, O=C(O)C(F)(F)F. The product is O=C(O)C=Cc1cnc2[nH]c(=O)[nH]c(=O)c2c1. Reaction SMILES: [C:1]([CH3:2])([CH3:3])([CH3:4])[O:5][C:6]([CH:7]=[CH:8][c:9]1[cH:10][c:11]2[c:12]([nH:13][c:14](=[O:18])[nH:15][c:16]2=[O:17])[n:19][cH:20]1)=[O:21].[Cl:29][CH2:30][Cl:31].[OH:22][C:23]([C:24]([F:25])([F:26])[F:27])=[O:28]>>[O:5]=[C:6]([CH:7]=[CH:8][c:9]1[cH:10][c:11]2[c:12]([nH:13][c:14](=[O:18])[nH:15][c:16]2=[O:17])[n:19][cH:20]1)[OH:21]. Starting materials: IC1=C(C=CC=C1)I (1,2-diiodobenzene), C[Si](C)(C)C#C ((trimethylsilyl)acetylene). Yields the product C[Si](C#CC1=C(C=CC=C1)I)(C)C (2-(2-trimethylsilyl-1-ethynyl)iodobenzene). Yield: 54.0%. Reaction SMILES: I[C:2]1[CH:7]=[CH:6][CH:5]=[CH:4][C:3]=1[I:8].[CH3:9][Si:10]([C:13]#[CH:14])([CH3:12])[CH3:11]>>[CH3:9][Si:10]([CH3:12])([CH3:11])[C:13]#[C:14][C:2]1[CH:7]=[CH:6][CH:5]=[CH:4][C:3]=1[I:8]. Procedure: The title compound was synthesized as a yellow oil in 54% yield using 1,2-diiodobenzene and (trimethylsilyl)acetylene as the starting materials according to Method A of the above-described General Synthesis Procedures I. The reactants are CC(=O)OC1CCC2(C)C3CCC4(C)C(C(C)CCCC(C)C)CCC4C3CCC2(O)C1, CC(=O)OO, CCOC(C)=O, CC(=O)O. Product: CC(=O)OC1CCC2(C)C3CCC4(C)C(C(C)CCCC(C)(C)O)CCC4C3CCC2(O)C1. RXN SMILES: [C:1]([CH3:2])(=[O:3])[O:4][CH:5]1[CH2:6][C:7]2([OH:32])[CH2:8][CH2:9][CH:10]3[CH:11]4[CH2:12][CH2:13][CH:14]([CH:15]([CH2:16][CH2:17][CH2:18][CH:19]([CH3:20])[CH3:21])[CH3:22])[C:23]4([CH3:31])[CH2:24][CH2:25][CH:26]3[C:27]2([CH3:30])[CH2:28][CH2:29]1.[C:39]([O:40][OH:41])(=[O:42])[CH3:43].[CH3:33][CH2:34][O:35][C:36](=[O:37])[CH3:38].[CH3:44][C:45](=[O:46])[OH:47]>>[C:1]([CH3:2])(=[O:3])[O:4][CH:5]1[CH2:6][C:7]2([OH:32])[CH2:8][CH2:9][CH:10]3[CH:11]4[CH2:12][CH2:13][CH:14]([CH:15]([CH2:16][CH2:17][CH2:18][C:19]([CH3:20])([CH3:21])[OH:35])[CH3:22])[C:23]4([CH3:31])[CH2:24][CH2:25][CH:26]3[C:27]2([CH3:30])[CH2:28][CH2:29]1.